This data is from the Open Reaction Database (ORD), a public repository of structured organic reaction records. The task is: describe an organic reaction: reactants, conditions, products, and yield RXN SMILES: [Br:32][c:33]1[cH:34][cH:35][c:36]([SH:39])[cH:37][cH:38]1.[CH3:20][O:21][C:22](=[O:23])[c:24]1[o:25][c:26]([CH3:31])[c:27]([CH2:29][OH:30])[cH:28]1.[O:40]1[CH2:41][CH2:42][CH2:43][CH2:44]1.[c:1]1([P:2]([c:3]2[cH:4][cH:5][cH:6][cH:7][cH:8]2)[c:9]2[cH:10][cH:11][cH:12][cH:13][cH:14]2)[cH:15][cH:16][cH:17][cH:18][cH:19]1>>[CH3:20][O:21][C:22](=[O:23])[c:24]1[o:25][c:26]([CH3:31])[c:27]([CH2:29][S:39][c:36]2[cH:35][cH:34][c:33]([Br:32])[cH:38][cH:37]2)[cH:28]1. Product: COC(=O)c1cc(CSc2ccc(Br)cc2)c(C)o1. Starting materials: Sc1ccc(Br)cc1, COC(=O)c1cc(CO)c(C)o1, C1CCOC1, c1ccc(P(c2ccccc2)c2ccccc2)cc1. The reactants are CN1C(=NC2=C1C=CC(=C2)N(CC(=O)OCC)S(=O)(=O)C=2C=CC=C1C=CC=NC21)COC2=CC=C(C=C2)C(N)=N (1-methyl-2-[(4-amidinophenyl)-oxymethyl]-5-[N-(ethoxycarbonylmethyl)-quinoline-8-sulphonylamino]-benzimidazole), [OH-].[Na+] (sodium hydroxide). The product is CN1C(=NC2=C1C=CC(=C2)N(CC(=O)O)S(=O)(=O)C=2C=CC=C1C=CC=NC21)COC2=CC=C(C=C2)C(N)=N (1-methyl-2-[(4-amidinophenyl)-oxymethyl]-5-[N-(hydroxycarbonylmethyl)-quinoline-8-sulphonylamino]-benzimidazole). RXN SMILES: [CH3:1][N:2]1[C:6]2[CH:7]=[CH:8][C:9]([N:11]([S:18]([C:21]3[CH:22]=[CH:23][CH:24]=[C:25]4[C:30]=3[N:29]=[CH:28][CH:27]=[CH:26]4)(=[O:20])=[O:19])[CH2:12][C:13]([O:15]CC)=[O:14])=[CH:10][C:5]=2[N:4]=[C:3]1[CH2:31][O:32][C:33]1[CH:38]=[CH:37][C:36]([C:39](=[NH:41])[NH2:40])=[CH:35][CH:34]=1.[OH-].[Na+]>>[CH3:1][N:2]1[C:6]2[CH:7]=[CH:8][C:9]([N:11]([S:18]([C:21]3[CH:22]=[CH:23][CH:24]=[C:25]4[C:30]=3[N:29]=[CH:28][CH:27]=[CH:26]4)(=[O:20])=[O:19])[CH2:12][C:13]([OH:15])=[O:14])=[CH:10][C:5]=2[N:4]=[C:3]1[CH2:31][O:32][C:33]1[CH:34]=[CH:35][C:36]([C:39](=[NH:40])[NH2:41])=[CH:37][CH:38]=1 |f:1.2|. Procedure details: Prepared analogously to Example 3 from 1-methyl-2-[(4-amidinophenyl)-oxymethyl]-5-[N-(ethoxycarbonylmethyl)-quinoline-8-sulphonylamino]-benzimidazole and sodium hydroxide solution. The reactants are ClC1=CC=C(C=C1)C1=C2N(C3=CC=CC(=C13)SC)CCCC2CC(=O)OCC ((+/−)-Ethyl [10-(4-chlorophenyl)-1-(methylsulfanyl)-6,7,8,9-tetrahydro-pyrido[1,2-a]indol-9-yl]acetate), C1=CC=C(C(=C1)C(=O)[O-])C(=O)O[O-].[Mg+2] (MMPP). Run in C(Cl)Cl.CO (CH2Cl2 MeOH). Run at temperature 0 celsius, time 1 hour. Product: ClC1=CC=C(C=C1)C1=C2N(C3=CC=CC(=C13)S(=O)C)CCCC2CC(=O)OCC ((+/−)-Ethyl [10-(4-chlorophenyl)-1-(methylsulfinyl)-6,7,8,9-tetrahydro-pyrido[1,2-a]indol-9-yl]acetate). As a reaction SMILES: [Cl:1][C:2]1[CH:7]=[CH:6][C:5]([C:8]2[C:16]3[C:11](=[CH:12][CH:13]=[CH:14][C:15]=3[S:17][CH3:18])[N:10]3[CH2:19][CH2:20][CH2:21][CH:22]([CH2:23][C:24]([O:26][CH2:27][CH3:28])=[O:25])[C:9]=23)=[CH:4][CH:3]=1.C1C=C(C([O-])=[O:36])C(C(O[O-])=O)=CC=1.[Mg+2]>C(Cl)Cl.CO>[Cl:1][C:2]1[CH:7]=[CH:6][C:5]([C:8]2[C:16]3[C:11](=[CH:12][CH:13]=[CH:14][C:15]=3[S:17]([CH3:18])=[O:36])[N:10]3[CH2:19][CH2:20][CH2:21][CH:22]([CH2:23][C:24]([O:26][CH2:27][CH3:28])=[O:25])[C:9]=23)=[CH:4][CH:3]=1 |f:1.2,3.4|. Reported procedure: To a solution of the sulfide of Step 12 (110 mg, 0.1 mmol) in 8 ml of CH2Cl2/MeOH (10:1) at 0° C. was added MMPP (79 mg, 0.1 mmol). The reaction mixture was stirred at 0° C. for 1 hour and then quenched with a saturated aqueous solution of NaHCO3 and extracted with EtOAc. The organic layer was dried over Na2SO4 and concentrated. The residue was purified by silica gel chromatography eluted with 70% EtOAc in Hexanes to provide 40 mg of the less polar diastereomer and 38 mg of the more polar diaste...